The task is: describe an organic reaction: reactants, conditions, products, and yield. This data is from the Open Reaction Database (ORD), a public repository of structured organic reaction records. Reactants: C(C)[BH-](CC)CC.[Li+] (Lithium triethylborohydride), solution, C(C)OC=1C=C2C(=C(C=NC2=NC1C)C(=O)OCC)NC1=CC=C(C=C1)OC (ethyl 6-ethoxy-4-(4-methoxyanilino)-7-methyl-1,8-naphthyridine-3-carboxylate), C(C)[BH-](CC)CC.[Li+] (lithium triethylborohydride), Cl (hydrochloric acid), O (water). Solvent: C1CCOC1 (THF), C1CCOC1 (THF). Yields the product C(C)OC=1C=C2C(=C(C=NC2=NC1C)CO)NC1=CC=C(C=C1)OC (6-ethoxy-4-(4-methoxyanilino)-7-methyl-1,8-naphthyridin-3-ylmethanol). RXN SMILES: C([BH-](CC)CC)C.[Li+].[CH2:9]([O:11][C:12]1[CH:13]=[C:14]2[C:19](=[N:20][C:21]=1[CH3:22])[N:18]=[CH:17][C:16]([C:23](OCC)=[O:24])=[C:15]2[NH:28][C:29]1[CH:34]=[CH:33][C:32]([O:35][CH3:36])=[CH:31][CH:30]=1)[CH3:10].Cl.O>C1COCC1>[CH2:9]([O:11][C:12]1[CH:13]=[C:14]2[C:19](=[N:20][C:21]=1[CH3:22])[N:18]=[CH:17][C:16]([CH2:23][OH:24])=[C:15]2[NH:28][C:29]1[CH:30]=[CH:31][C:32]([O:35][CH3:36])=[CH:33][CH:34]=1)[CH3:10] |f:0.1|. Procedure details: Lithium triethylborohydride (a 1M solution in THF, 47 ml) was added to a solution of ethyl 6-ethoxy-4-(4-methoxyanilino)-7-methyl-1,8-naphthyridine-3-carboxylate (4.5 g) in THF (150 ml) with stirring under nitrogen at 0°-10° C. The mixture was allowed to warm up to ambient temperature and stirred at this temperature for 18 hours. Further lithium triethylborohydride solution (15 ml) was added and the solution stirred at ambient temperature for 4 hours. The reaction mixture was cooled to 5° C. and... Reactants: OC1=CC=C(C=C1)CCC(C)=O (4-(4-hydroxyphenyl)-2-butanone), CNC (dimethylamine). Reagents/catalysts: [Pd] (palladium). Solvent: Cl (hydrochloric acid), C(C)O (ethanol). Reaction conditions: time 8 hour. The product is CN(C(CCC1=CC=C(C=C1)O)C)C (4-[3-(dimethylamino)butyl]-phenol). Isolated yield 47.0%. RXN SMILES: [OH:1][C:2]1[CH:7]=[CH:6][C:5]([CH2:8][CH2:9][C:10](=O)[CH3:11])=[CH:4][CH:3]=1.[CH3:13][NH:14][CH3:15]>C(O)C.Cl.[Pd]>[CH3:13][N:14]([CH3:15])[CH:10]([CH3:11])[CH2:9][CH2:8][C:5]1[CH:6]=[CH:7][C:2]([OH:1])=[CH:3][CH:4]=1. Reported procedure: A solution of 4-(4-hydroxyphenyl)-2-butanone (100 g) in 500 ml of ethanol with anhydrous dimethylamine (300 ml) and 5% palladium on sulfide carbon (100 g) was placed in a high pressure reaction vessel and kept under 1000 psi of H2 at 175° C. for 8 hours. The resultant solution was then filtered and the solvent removed in vacuo to give an oil which was dissolved in 1N hydrochloric acid (100 ml) and extracted with two 100 ml portions of ether. The aqueous layer was adjusted to pH7 with 2N sodium h... The reactants are O=S1(C[C@H]([C@@H](C1)N[C@H](C)C1=CC=CC=C1)C(=O)N1C[C@@H](CCC1)CC1=CC=C(C=C1)F)=O ([1,1-Dioxo-(3R,4S)-4-[(R)-1-phenyl-ethylamino]-tetrahydrothiophen-3-yl]-[(S)-3-(4-fluoro-benzyl)-piperidin-1-yl]-methanone). The reagents and catalysts are [OH-].[Pd+2].[OH-] (palladium hydroxide). Run in CO (methanol). Conditions: time 20.5 hour. Product: N[C@H]1[C@@H](CS(C1)(=O)=O)C(=O)N1C[C@@H](CCC1)CC1=CC=C(C=C1)F ([(3R,4S)-4-amino-1,1-dioxo-tetrahydrothiophen-3-yl]-[(S)-3-(4-fluorobenzyl)-piperidin-1-yl]-methanone). Isolated yield 108.3%. RXN SMILES: [O:1]=[S:2]1(=[O:32])[CH2:6][C@@H:5]([NH:7][C@@H](C2C=CC=CC=2)C)[C@H:4]([C:16]([N:18]2[CH2:23][CH2:22][CH2:21][C@@H:20]([CH2:24][C:25]3[CH:30]=[CH:29][C:28]([F:31])=[CH:27][CH:26]=3)[CH2:19]2)=[O:17])[CH2:3]1>[OH-].[Pd+2].[OH-].CO>[NH2:7][C@@H:5]1[CH2:6][S:2](=[O:1])(=[O:32])[CH2:3][C@H:4]1[C:16]([N:18]1[CH2:23][CH2:22][CH2:21][C@@H:20]([CH2:24][C:25]2[CH:30]=[CH:29][C:28]([F:31])=[CH:27][CH:26]=2)[CH2:19]1)=[O:17] |f:1.2.3|. Procedure details: [1,1-Dioxo-(3R,4S)-4-[(R)-1-phenyl-ethylamino]-tetrahydrothiophen-3-yl]-[(S)-3-(4-fluoro-benzyl)-piperidin-1-yl]-methanone (790 mg, 1.72 mmol), palladium hydroxide (20 weight % on carbon, dry basis; 1.1 g) and methanol (50 mL) were combined in a pressure bottle and shaken under a hydrogen atmosphere (55-60 psig) for 20.5 h. The mixture was filtered through Celite, and the solids were washed thoroughly with methanol. The filtrate was concentrated to give the product as a solid (660 mg, quantitati... The reactants are C(CCCCCCC)N (n-octylamine), C12C(OC(C2C1)=O)=O (3-oxabicyclo[3.1.0]hexane-2,4-dione). Run at temperature 180 celsius. Yields the product C(CCCCCCC)N1C(C2CC2C1=O)=O (3-n-Octyl-3-azabicyclo[3.1.0]hexane-2,4-dione). Reaction SMILES: [CH2:1]([NH2:9])[CH2:2][CH2:3][CH2:4][CH2:5][CH2:6][CH2:7][CH3:8].[CH:10]12[CH2:15][CH:14]1[C:13](=[O:16])[O:12][C:11]2=O>>[CH2:1]([N:9]1[C:11](=[O:12])[CH:10]2[CH:14]([CH2:15]2)[C:13]1=[O:16])[CH2:2][CH2:3][CH2:4][CH2:5][CH2:6][CH2:7][CH3:8]. Reported procedure: A mixture of n-octylamine (24.2 g) and 3-oxabicyclo[3.1.0]hexane-2,4-dione (20.0 g) was heated at 180° C. for 2.5 hours and was then cooled to room temperature. The mixture was distilled in vacuo (boiling point 140-142° C. @ 0.1 mmHg) to give the title compound as a colourless oil. The reactants are C(C)(C)(C)OC(=O)N1C(C=2C(NN=CC=3C2C1=CN(N3)[C@H]3[C@H](OC(C)=O)[C@H](OC(CC)=O)[C@H](O3)COC(C)=O)=O)=O (9-tert-Butoxycarbonyl-2-(2′-methyl-2′,3′,5′-tris-O-acetyl-β-D-ribofuranosyl)-2,9-dihydro-6H-2,3,5,6,9-pentaaza-benzo[cd]azulene-7,8-dione), C(=O)(C(F)(F)F)O (TFA). The solvent is C(Cl)Cl (DCM). The product is CCC(=O)O[C@H]1[C@H]([C@@H](O[C@@H]1COC(C)=O)N1N=C2C=3C(NC(C3C(NN=C2)=O)=O)=C1)OC(C)=O (2-(2′-Methyl-2′,3′,5′-tris-O-acetyl-β-D-ribofuranosyl)-2,9-dihydro-6H-2,3,5,6,9-pentaaza-benzo[cd]azulene-7,8-dione). Reaction SMILES: C(OC([N:8]1[C:17]2=[CH:18][N:19]([C@@H:21]3[O:34][C@H:33]([CH2:35][O:36][C:37](=[O:39])[CH3:38])[C@@H:27]([O:28][C:29](=[O:32])[CH2:30][CH3:31])[C@H:22]3[O:23][C:24](=[O:26])[CH3:25])[N:20]=[C:15]3[C:16]2=[C:10]([C:11](=[O:40])[NH:12][N:13]=[CH:14]3)[C:9]1=[O:41])=O)(C)(C)C.C(O)(C(F)(F)F)=O>C(Cl)Cl>[CH3:31][CH2:30][C:29]([O:28][C@@H:27]1[C@@H:33]([CH2:35][O:36][C:37](=[O:39])[CH3:38])[O:34][C@@H:21]([N:19]2[CH:18]=[C:17]3[NH:8][C:9](=[O:41])[C:10]4[C:11](=[O:40])[NH:12][N:13]=[CH:14][C:15]([C:16]=43)=[N:20]2)[C@@H:22]1[O:23][C:24](=[O:26])[CH3:25])=[O:32]. Procedure details: The product from Step 7 in DCM is cooled to 0° C., and TFA is added to the vigorously stirred mixture. The mixture is allowed to stir until product is sufficiently deboc'd as determined by TLC. The crude material is concentrated in vacuo and purified by flash chromatography to give the target compound. The reactants are C(C)(=O)C1=NN(C(=C1)C1=CC=C(C=C1)S(=O)(=O)C)C1=CC=C(C=C1)F (3-acetyl-1-(4-fluorophenyl)-5-[4-(methylsulfonyl)phenyl]pyrazole), O.O.O.[N+](=O)([O-])[O-].[Tl+3].[N+](=O)([O-])[O-].[N+](=O)([O-])[O-] (thallium (III) nitrate trihydrate), Cl(=O)(=O)(=O)O (perchloric acid), CO (methanol). Solvent: O1CCOCC1 (dioxane). Run at time 8 hour. The product is FC1=CC=C(C=C1)N1N=C(C=C1C1=CC=C(C=C1)S(=O)(=O)C)C(COC)=O (1-(4-fluorophenyl)-3-(methoxyacetyl)-5-[4-(methylsulfonyl)phenyl]pyrazole). RXN SMILES: [C:1]([C:4]1[CH:8]=[C:7]([C:9]2[CH:14]=[CH:13][C:12]([S:15]([CH3:18])(=[O:17])=[O:16])=[CH:11][CH:10]=2)[N:6]([C:19]2[CH:24]=[CH:23][C:22]([F:25])=[CH:21][CH:20]=2)[N:5]=1)(=[O:3])[CH3:2].[OH2:26].O.O.[N+]([O-])([O-])=O.[Tl+3].[N+]([O-])([O-])=O.[N+]([O-])([O-])=O.Cl(O)(=O)(=O)=O.[CH3:47]O>O1CCOCC1>[F:25][C:22]1[CH:21]=[CH:20][C:19]([N:6]2[C:7]([C:9]3[CH:10]=[CH:11][C:12]([S:15]([CH3:18])(=[O:17])=[O:16])=[CH:13][CH:14]=3)=[CH:8][C:4]([C:1](=[O:3])[CH2:2][O:26][CH3:47])=[N:5]2)=[CH:24][CH:23]=1 |f:1.2.3.4.5.6.7|. Reported procedure: A mixture of 3-acetyl-1-(4-fluorophenyl)-5-[4-(methylsulfonyl)phenyl]pyrazole (1.1 g), thallium (III) nitrate trihydrate (1.6 g) and perchloric acid (70%; 3.3 ml) in methanol (16 ml) and dioxane (8 ml) was stirred at ambient temperature overnight. The insoluble was filtered, and the filtrate was diluted with chloroform, washed with water, dried and concentrated. The residue (1.6 g) was purified by column chromatography on silica gel (100 g) eluting with a mixture of toluene and ethyl acetate (2:... The reactants are ClC1=C(C=CC(=C1)Cl)C=1N=C(SC1C=1NC=C(N1)C(F)(F)F)C1=CC(=NC=C1)NC(C)=O (N-(4-{4-(2,4-dichlorophenyl)-5-[4-(trifluoromethyl)-1H-imidazol-2-yl]-1,3-thiazol-2-yl}pyridin-2-yl)acetamide), O (water), [OH-].[NH4+] (Ammonium hydroxide). Reaction conditions: temperature 60 celsius, time 6 hour. The product is C(#N)C=1N=C(NC1)C1=C(N=C(S1)C1=CC(=NC=C1)NC(C)=O)C1=C(C=C(C=C1)Cl)Cl (N-{4-[5-(4-cyano-1H-imidazol-2-yl)-4-(2,4-dichlorophenyl)-1,3-thiazol-2-yl]pyridin-2-yl}acetamide). Yield: 20.0%. RXN SMILES: [Cl:1][C:2]1[CH:7]=[C:6]([Cl:8])[CH:5]=[CH:4][C:3]=1[C:9]1[N:10]=[C:11]([C:23]2[CH:28]=[CH:27][N:26]=[C:25]([NH:29][C:30](=[O:32])[CH3:31])[CH:24]=2)[S:12][C:13]=1[C:14]1[NH:15][CH:16]=[C:17]([C:19](F)(F)F)[N:18]=1.O.[OH-].[NH4+:35]>>[C:19]([C:17]1[N:18]=[C:14]([C:13]2[S:12][C:11]([C:23]3[CH:28]=[CH:27][N:26]=[C:25]([NH:29][C:30](=[O:32])[CH3:31])[CH:24]=3)=[N:10][C:9]=2[C:3]2[CH:4]=[CH:5][C:6]([Cl:8])=[CH:7][C:2]=2[Cl:1])[NH:15][CH:16]=1)#[N:35] |f:2.3|. Procedure details: N-(4-{4-(2,4-dichlorophenyl)-5-[4-(trifluoromethyl)-1H-imidazol-2-yl]-1,3-thiazol-2-yl}pyridin-2-yl)acetamide (20 mg, 0.04 mmol) was taken up in 1 M of Ammonium hydroxide in water (2 mL, 3 mmol) and the mixture was stirred at 60° C. for 6 h. At that time, LCMS indicated complete conversion. Reaction mixture was evaporated under reduced pressure and was purified using preparative HPLC to give 0.004 g of the title compound (20%). LCMS: (FA) ES+ 455, 457. 1H NMR (400 MHz, d6-DMSO) 8.70 (s, 1H), 8.3... Reactants: C(C)(C)(C)OC(NC1=C(C=C(C=C1)C(C)C)NC(CC(=O)C1=CC(=NC=C1)C#N)=O)=O ({2-[3-(2-cyano-pyridin-4-yl)-3-oxo-propionylamino]-4-isopropyl-phenyl}-carbamic acid tert.-butyl ester), C(=O)(C(F)(F)F)O (TFA). Run in C(Cl)Cl (CH2Cl2). The product is C(C)(C)C1=CC2=C(N=C(CC(N2)=O)C2=CC(=NC=C2)C#N)C=C1 (4-(7-Isopropyl-4-oxo-4,5-dihydro-3H-benzo[b][1,4]diazepin-2-yl)-pyridine-2-carbonitrile). Reaction SMILES: C(OC(=O)[NH:7][C:8]1[CH:13]=[CH:12][C:11]([CH:14]([CH3:16])[CH3:15])=[CH:10][C:9]=1[NH:17][C:18](=[O:30])[CH2:19][C:20]([C:22]1[CH:27]=[CH:26][N:25]=[C:24]([C:28]#[N:29])[CH:23]=1)=O)(C)(C)C.C(O)(C(F)(F)F)=O>C(Cl)Cl>[CH:14]([C:11]1[CH:12]=[CH:13][C:8]2[N:7]=[C:20]([C:22]3[CH:27]=[CH:26][N:25]=[C:24]([C:28]#[N:29])[CH:23]=3)[CH2:19][C:18](=[O:30])[NH:17][C:9]=2[CH:10]=1)([CH3:16])[CH3:15]. Reported procedure: Prepared from {2-[3-(2-cyano-pyridin-4-yl)-3-oxo-propionylamino]-4-isopropyl-phenyl}-carbamic acid tert.-butyl ester (Example K74) by treatment with TFA in CH2Cl2 according to the general procedure M. Obtained as a yellow solid (33 mg).